This data is from the Open Reaction Database (ORD), a public repository of structured organic reaction records. The task is: describe an organic reaction: reactants, conditions, products, and yield The reactants are CC=1C=C(C(=NC1C)C1=NC=CC=C1)O (5,6-Dimethyl-3-hydroxy-[2,2′]bipyridine), O (water), C(C1=CC=CC=C1)OC1=C(C=C2C(=CC=NC2=C1)Cl)OC (7-benzyloxy-4-chloro-6-methoxyquinoline), C([O-])([O-])=O.[Cs+].[Cs+] (cesium carbonate). The reagents and catalysts are CN(C1=CC=NC=C1)C (4-dimethylaminopyridine). Solvent: CS(=O)C (dimethyl sulfoxide). Conditions: temperature 130 celsius, time 8 hour. The product is C(C1=CC=CC=C1)OC1=C(C=C2C(=CC=NC2=C1)OC=1C(=NC(=C(C1)C)C)C1=NC=CC=C1)OC (3-(7-Benzyloxy-6-methoxy-quinolin-4-yloxy)-5,6-dimethyl-[2,2′]bipyridine). The yield is 73.1%. Reaction SMILES: [CH3:1][C:2]1[CH:3]=[C:4]([OH:15])[C:5]([C:9]2[CH:14]=[CH:13][CH:12]=[CH:11][N:10]=2)=[N:6][C:7]=1[CH3:8].[CH2:16]([O:23][C:24]1[CH:33]=[C:32]2[C:27]([C:28](Cl)=[CH:29][CH:30]=[N:31]2)=[CH:26][C:25]=1[O:35][CH3:36])[C:17]1[CH:22]=[CH:21][CH:20]=[CH:19][CH:18]=1.C(=O)([O-])[O-].[Cs+].[Cs+].O>CN(C)C1C=CN=CC=1.CS(C)=O>[CH2:16]([O:23][C:24]1[CH:33]=[C:32]2[C:27]([C:28]([O:15][C:4]3[C:5]([C:9]4[CH:14]=[CH:13][CH:12]=[CH:11][N:10]=4)=[N:6][C:7]([CH3:8])=[C:2]([CH3:1])[CH:3]=3)=[CH:29][CH:30]=[N:31]2)=[CH:26][C:25]=1[O:35][CH3:36])[C:17]1[CH:18]=[CH:19][CH:20]=[CH:21][CH:22]=1 |f:2.3.4|. Procedure details: 5,6-Dimethyl-3-hydroxy-[2,2′]bipyridine (241 mg), 7-benzyloxy-4-chloro-6-methoxyquinoline (1.08 g), 4-dimethylaminopyridine (441 mg), and cesium carbonate (1.18 g) were suspended in dimethyl sulfoxide (6 ml), and the mixture was stirred at 130° C. overnight. The reaction solution was cooled to room temperature, water was then added to the reaction solution, and the mixture was extracted with chloroform. The chloroform layer was washed with saturated brine and was dried over anhydrous sodium sulf...